This data is from the Open Reaction Database (ORD), a public repository of structured organic reaction records. The task is: describe an organic reaction: reactants, conditions, products, and yield The reactants are C(#N)[BH3-].[Na+] (sodium cyanoborohydride), FC(C=1C=C(C=CC1)C1=CC=NC=2N1N=CC2)(F)F (7-[3-(trifluoromethyl)phenyl]pyrazolo[1,5-a]pyrimidine), resultant solution. The solvent is C(Cl)(Cl)Cl (chloroform), C(C)(=O)O (acetic acid). Product: FC(C=1C=C(C=CC1)C1=CCNC=2N1N=CC2)(F)F (4,5-Dihydro-7-[3-(trifluoromethyl)phenyl]pyrazolo[1,5-a]pyrimidine). Isolated yield 24.6%. Reaction SMILES: [F:1][C:2]([F:19])([F:18])[C:3]1[CH:4]=[C:5]([C:9]2[N:14]3[N:15]=[CH:16][CH:17]=[C:13]3[N:12]=[CH:11][CH:10]=2)[CH:6]=[CH:7][CH:8]=1.C([BH3-])#N.[Na+]>C(O)(=O)C.C(Cl)(Cl)Cl>[F:18][C:2]([F:1])([F:19])[C:3]1[CH:4]=[C:5]([C:9]2[N:14]3[N:15]=[CH:16][CH:17]=[C:13]3[NH:12][CH2:11][CH:10]=2)[CH:6]=[CH:7][CH:8]=1 |f:1.2|. Procedure: To a stirred mixture of 25.0 g of 7-[3-(trifluoromethyl)phenyl]pyrazolo[1,5-a]pyrimidine in 250 ml of glacial acetic acid, at room temperature, under nitrogen was added portionwise 14.92 g of sodium cyanoborohydride. The resultant solution was stirred for 24 hours, and then was evaporated in vacuo to give an oil. The oil was dissolved in chloroform and washed with saturated sodium bicarbonate. The organic layer was separated, dried over anhydrous sodium sulfate and filtered. The filtrate was eva... Starting materials: OCCN1C(CCC(C1)C1=CC=CC=C1)=O (1-(2-hydroxyethyl)-5-phenylpiperidin-2-one), [H-].[Na+] (NaH), ClC1=CC=NC2=CC(=CC=C12)OC (4-chloro-7-methoxyquinoline). The solvent is CN(C)C=O (DMF). Reaction conditions: temperature 23 celsius, time 10 minute. The product is COC1=CC=C2C(=CC=NC2=C1)OCCN1C(CCC(C1)C1=CC=CC=C1)=O (1-(2-(7-Methoxyquinolin-4-yloxy)ethyl)-5-phenylpiperidin-2-one). Reaction SMILES: [OH:1][CH2:2][CH2:3][N:4]1[CH2:9][CH:8]([C:10]2[CH:15]=[CH:14][CH:13]=[CH:12][CH:11]=2)[CH2:7][CH2:6][C:5]1=[O:16].[H-].[Na+].Cl[C:20]1[C:29]2[C:24](=[CH:25][C:26]([O:30][CH3:31])=[CH:27][CH:28]=2)[N:23]=[CH:22][CH:21]=1>CN(C=O)C>[CH3:31][O:30][C:26]1[CH:25]=[C:24]2[C:29]([C:20]([O:1][CH2:2][CH2:3][N:4]3[CH2:9][CH:8]([C:10]4[CH:15]=[CH:14][CH:13]=[CH:12][CH:11]=4)[CH2:7][CH2:6][C:5]3=[O:16])=[CH:21][CH:22]=[N:23]2)=[CH:28][CH:27]=1 |f:1.2|. Procedure: To a stirring solution of 1-(2-hydroxyethyl)-5-phenylpiperidin-2-one (100 mg, 456 μmol) in DMF (1.5 mL) under nitrogen was added NaH (60% dispersion in mineral oil; 16 mg, 684 μmol). The suspension was stirred for 10 min at 23° C., then 4-chloro-7-methoxyquinoline (132 mg, 684 μmol) was added. After 2 h at 23° C. the reaction mixture was partitioned between CH2Cl2 (15 mL) and 5% NaHCO3 (10 mL). The aqueous was extracted with CH2Cl2 (5 mL) twice. The organics were dried over MgSO4, concentrated t...